From a dataset of the Open Reaction Database (ORD), a public repository of structured organic reaction records. describe an organic reaction: reactants, conditions, products, and yield Starting materials: C(C)(C)(C)OC1=C(CNC(=O)[C@]2(C=CC(C2)=O)C(C)C)C=C(C=C1)C(F)(F)F ((1S)—N-[2-tert-butoxy-5-(trifluoromethyl)benzyl]-1-isopropyl-4-oxocyclopent-2-ene-1-carboxamide), [H][H] (hydrogen). Reagents/catalysts: [Pd] (palladium on carbon). The solvent is CO (MeOH). Yields the product C(C)(C)(C)OC1=C(CNC(=O)[C@@]2(CC(CC2)=O)C(C)C)C=C(C=C1)C(F)(F)F ((1S)—N-[2-tert-butoxy-5-(trifluoromethyl)benzyl]-1-isopropyl-3-oxocyclopentanecarboxamide). RXN SMILES: [C:1]([O:5][C:6]1[CH:24]=[CH:23][C:22]([C:25]([F:28])([F:27])[F:26])=[CH:21][C:7]=1[CH2:8][NH:9][C:10]([C@:12]1([CH:18]([CH3:20])[CH3:19])[CH2:16][C:15](=[O:17])[CH:14]=[CH:13]1)=[O:11])([CH3:4])([CH3:3])[CH3:2].[H][H]>CO.[Pd]>[C:1]([O:5][C:6]1[CH:24]=[CH:23][C:22]([C:25]([F:26])([F:27])[F:28])=[CH:21][C:7]=1[CH2:8][NH:9][C:10]([C@@:12]1([CH:18]([CH3:20])[CH3:19])[CH2:13][CH2:14][C:15](=[O:17])[CH2:16]1)=[O:11])([CH3:3])([CH3:4])[CH3:2]. Procedure: (1S)—N-[2-tert-butoxy-5-(trifluoromethyl)benzyl]-1-isopropyl-4-oxocyclopent-2-ene-1-carboxamide (32 g, 80.6 mmol) was dissolved in MeOH and was hydrogenated for 18 hr with a hydrogen balloon in the presence of a catalytic amount of 10% palladium on carbon. The palladium was filtered through a celite plug. The filtrate was evaporated to dryness to give (1S)—N-[2-tert-butoxy-5-(trifluoromethyl)benzyl]-1-isopropyl-3-oxocyclopentanecarboxamide as a yellow solid. The reactants are β-diketones, esters, ketones, C(C1=CC=CC=C1)(=O)OCC (ethyl benzoate), C1(CC1)C(=O)C (cyclopropyl methylketone), [NH2-].[Na+] (sodium amide), C1(CC1)C(CC(=O)C1=CC=CC=C1)=O (1-cyclopropyl-3-phenyl-1,3-propanedione), 1-alkyl-3-phenyl-1,3-propanediones, carboxylic acid ethyl esters, C(C)(=O)C1=CC=CC=C1 (acetophenone), [NH2-].[Na+] (sodium amide), C1(CC1)C(=O)OCC (ethyl cyclopropanecarboxylate), C(C)(=O)C1=CC=CC=C1 (acetophenone), [H-].[Na+] (sodium hydride). The product is C1(CCCCC1)C(CC(=O)C1CCCCC1)=O (1,3-Dicyclohexyl-1,3-propanedione). Reaction SMILES: [CH:1]1([C:4](=[O:14])[CH2:5][C:6]([C:8]2[CH:13]=[CH:12][CH:11]=[CH:10][CH:9]=2)=[O:7])[CH2:3][CH2:2]1.[C:15](OCC)(=O)[C:16]1C=CC=C[CH:17]=1.C1(C(C)=O)CC1.[NH2-].[Na+].C1(C(OCC)=O)CC1.C(C1C=CC=CC=1)(=O)C.[H-].[Na+]>>[CH:8]1([C:6](=[O:7])[CH2:5][C:4]([CH:1]2[CH2:3][CH2:2][CH2:17][CH2:16][CH2:15]2)=[O:14])[CH2:9][CH2:10][CH2:11][CH2:12][CH2:13]1 |f:3.4,7.8|. Reported procedure: Other β-diketones can be prepared from esters and ketones containing R3 and R5 as previously defined. Thus, 1-cyclopropyl-3-phenyl-1,3-propanedione has been reported by G. W. Cannon et al., Journal of Organic Chemistry 17, 685 (1952) to be prepared as a solid, melting point 36°C to 37°C, from ethyl benzoate and cyclopropyl methylketone in the presence of sodium amide. Alternatively, it has been found that the same compound, melting point 38°C to 40°C, could be prepared from ethyl cyclopropanecar... Starting materials: BrC1=CC(=C(C(=C1)C(C)(C)C)O)C(C)(C)C (4-bromo-2,6-di-t-butylphenol), CSC1=NN=C(S1)S (5-methylthio-1,3,4-thiadiazole-2-thiol), N12C=CCCCC2=NCCC1 (1,8-diazabicyclo-[5.4.0]undecen-7-ene). Solvent: CN(C=O)C (dimethylformamide), CCOCC (ether). Yields the product CC(C)(C)C1=C(C(=CC(=C1)SC=1SC(=NN1)SC)C(C)(C)C)O (2,6-bis(1,1-dimethylethyl)-4-[[5-(methylthio)-1,3,4-thiadiazol-2-yl]thio]phenol). Isolated yield 18.1%. RXN SMILES: Br[C:2]1[CH:7]=[C:6]([C:8]([CH3:11])([CH3:10])[CH3:9])[C:5]([OH:12])=[C:4]([C:13]([CH3:16])([CH3:15])[CH3:14])[CH:3]=1.[CH3:17][S:18][C:19]1[S:23][C:22]([SH:24])=[N:21][N:20]=1.N12CCCN=C1CCCC=C2>CN(C)C=O.CCOCC>[CH3:9][C:8]([C:6]1[CH:7]=[C:2]([S:24][C:22]2[S:23][C:19]([S:18][CH3:17])=[N:20][N:21]=2)[CH:3]=[C:4]([C:13]([CH3:16])([CH3:15])[CH3:14])[C:5]=1[OH:12])([CH3:11])[CH3:10]. Procedure: A solution of 4-bromo-2,6-di-t-butylphenol (3.0 g, 10.5 mmol), 5-methylthio-1,3,4-thiadiazole-2-thiol (2.0 g, 12.2 mmol), and 1,8-diazabicyclo-[5.4.0]undecen-7-ene (1.8 mL, 12.0 mmol) in dimethylformamide (120 mL) is stirred at 55° to 70° C. for 48 hours. The reaction mixture is cooled and diluted with ether then washed four times with water and once with brine. Drying the organic phase over magnesium sulfate and evaporation gives a solid residue which is crystallized from ethyl acetate/hexane y...